From a dataset of the Open Reaction Database (ORD), a public repository of structured organic reaction records. describe an organic reaction: reactants, conditions, products, and yield Reactants: CN(C=1C=C(C(=O)O)C=CC1)C (3-dimethylaminobenzoic acid), CN(C1=CC=C(C(C2=CC=C(C=C2)N(C)C)O)C=C1)C (4,4'-bis(dimethylamino)benzhydrol), S(O)(O)(=O)=O (sulfuric acid), amine, CN(C1=CC=C(C=C1)C1(OC(=O)C2=CC(=CC=C12)N(C)C)C1=CC=C(C=C1)N(C)C)C (3,3-bis(4-dimethylaminophenyl)-6-dimethylaminophthalide), Crystal Violet Lactone, [OH-].[K+] (potassium hydroxide), CN(C=1C=C(C(=O)O)C=CC1)C (3-dimethylaminobenzoic acid), NC=1C=C(C(=O)O)C=CC1 (3-aminobenzoic acid), CI (methyl iodide). Yields the product CN(C1=CC=C(C=C1)C(C1=C(C(=O)O)C=C(C=C1)N(C)C)C1=CC=C(C=C1)N(C)C)C (2-[bis(4-dimethylaminophenyl)methyl]-5-dimethylaminobenzoic acid). RXN SMILES: [CH3:1][N:2]([CH3:31])[C:3]1[CH:8]=[CH:7][C:6]([C:9]2([C:22]3[CH:27]=[CH:26][C:25]([N:28]([CH3:30])[CH3:29])=[CH:24][CH:23]=3)[C:18]3[C:13](=[CH:14][C:15]([N:19]([CH3:21])[CH3:20])=[CH:16][CH:17]=3)[C:11](=[O:12])[O:10]2)=[CH:5][CH:4]=1.CN(C)C1C=C(C=CC=1)C(O)=O.NC1C=C(C=CC=1)C(O)=O.CI.[OH-].[K+].CN(C)C1C=CC(C(O)C2C=CC(N(C)C)=CC=2)=CC=1.S(=O)(=O)(O)O>>[CH3:30][N:28]([CH3:29])[C:25]1[CH:26]=[CH:27][C:22]([CH:9]([C:6]2[CH:5]=[CH:4][C:3]([N:2]([CH3:31])[CH3:1])=[CH:8][CH:7]=2)[C:18]2[CH:17]=[CH:16][C:15]([N:19]([CH3:20])[CH3:21])=[CH:14][C:13]=2[C:11]([OH:12])=[O:10])=[CH:23][CH:24]=1 |f:4.5|. Reported procedure: U.S. Pat. No. 2,417,897 and its corresponding U.S. Pat. No. Re. 23,024, which issued Mar. 25, 1947 and Aug. 17, 1948, respectively, disclose a three-step process for the preparation of 3,3-bis(4-dimethylaminophenyl)-6-dimethylaminophthalide, Crystal Violet Lactone (CVL). In the first step, 3-dimethylaminobenzoic acid is prepared from 3-aminobenzoic acid by alkylating the free amine using methyl iodide in the presence of potassium hydroxide. In the second step, the 3-dimethylaminobenzoic acid is ... Reaction SMILES: [CH2:1]([CH:2]1[CH2:3][O:4]1)[O:5][c:6]1[cH:7][cH:8][cH:9][cH:10][cH:11]1.[CH2:32]([Cl:33])[Cl:34].[CH3:12][c:13]1[n:14][c:15]2[cH:16][cH:17][cH:18][cH:19][c:20]2[c:21]([NH:23][CH2:24][CH2:25][NH2:26])[cH:22]1.[CH3:27][N:28]([CH3:29])[CH:30]=[O:31]>>[CH2:1]([CH:2]([CH2:3][NH:26][CH2:25][CH2:24][NH:23][c:21]1[c:20]2[c:15]([n:14][c:13]([CH3:12])[cH:22]1)[cH:16][cH:17][cH:18][cH:19]2)[OH:4])[O:5][c:6]1[cH:7][cH:8][cH:9][cH:10][cH:11]1. Starting materials: c1ccc(OCC2CO2)cc1, ClCCl, Cc1cc(NCCN)c2ccccc2n1, CN(C)C=O. The product is Cc1cc(NCCNCC(O)COc2ccccc2)c2ccccc2n1. Starting materials: S[C@@H]1C[C@H](N(C1)S(=O)(=O)C1=CC2=CC=CC=C2C=C1)C(=O)N(CCC1=CC=CC=C1)CC(=O)O ((2S,4R)-{[4-Mercapto-1-(naphthalene-2-sulfonyl)-pyrrolidine-2-carbonyl]-phenethyl-amino}-acetic acid), N([C@@H](CSSC1=C([N+](=O)[O-])C=CC=N1)C(=O)O)C(=O)C (Ac-Cys(Npys)—OH). Reaction conditions: time 2 hour. The product is C(C)(=O)NC(C(=O)O)CSSC1CN(C(C1)C(N(CCC1=CC=CC=C1)CC(=O)O)=O)S(=O)(=O)C1=CC2=CC=CC=C2C=C1 (2-acetylamino-3-[5-(carboxymethyl-phenethyl-carbamoyl)-1-(naphthalene-2-sulfonyl)-pyrrolidin-3-yldisulfanyl]-propionic acid). As a reaction SMILES: [SH:1][C@H:2]1[CH2:6][N:5]([S:7]([C:10]2[CH:19]=[CH:18][C:17]3[C:12](=[CH:13][CH:14]=[CH:15][CH:16]=3)[CH:11]=2)(=[O:9])=[O:8])[C@H:4]([C:20]([N:22]([CH2:31][C:32]([OH:34])=[O:33])[CH2:23][CH2:24][C:25]2[CH:30]=[CH:29][CH:28]=[CH:27][CH:26]=2)=[O:21])[CH2:3]1.[NH:35]([C:52]([CH3:54])=[O:53])[C@H:36]([C:49]([OH:51])=[O:50])[CH2:37][S:38]SC1N=CC=CC=1[N+]([O-])=O>>[C:52]([NH:35][CH:36]([CH2:37][S:38][S:1][CH:2]1[CH2:3][CH:4]([C:20](=[O:21])[N:22]([CH2:31][C:32]([OH:34])=[O:33])[CH2:23][CH2:24][C:25]2[CH:30]=[CH:29][CH:28]=[CH:27][CH:26]=2)[N:5]([S:7]([C:10]2[CH:19]=[CH:18][C:17]3[C:12](=[CH:13][CH:14]=[CH:15][CH:16]=3)[CH:11]=2)(=[O:9])=[O:8])[CH2:6]1)[C:49]([OH:51])=[O:50])(=[O:53])[CH3:54]. Reported procedure: (2S,4R)-{[4-Mercapto-1-(naphthalene-2-sulfonyl)-pyrrolidine-2-carbonyl]-phenethyl-amino}-acetic acid (32.6 mg, 0.07 mmol) and Ac-Cys(Npys)—OH (20.6 mg, 0.07 mmol) were dissolved in argon-degassed DMF (abs. 2 ml) and degassed 0.1 M phosphate buffer (pH 6.2, 2 ml) was added. The reaction mixture was magnetically stirred for 2 h under argon. Ethyl acetate (30 ml), water (20 ml) were added and the organic phase was washed with water (3×20 ml) and concentrated under reduced pressure to give a yellow ...